This data is from the Open Reaction Database (ORD), a public repository of structured organic reaction records. The task is: describe an organic reaction: reactants, conditions, products, and yield Reactants: N#CN=C(Nc1cccc(F)c1)Oc1ccccc1, Cc1c[nH]c2ncnc(N3CCNC(C)C3)c12, CC#N, CCN(C(C)C)C(C)C, N#CN=C(Nc1cccc(Cl)c1)Oc1ccccc1. Product: Cc1c[nH]c2ncnc(N3CCN(C(=NC#N)Nc4cccc(F)c4)C(C)C3)c12. As a reaction SMILES: [C:1](#[N:2])[N:3]=[C:4]([NH:5][c:6]1[cH:7][c:8]([F:12])[cH:9][cH:10][cH:11]1)[O:13][c:14]1[cH:15][cH:16][cH:17][cH:18][cH:19]1.[CH3:39][c:40]1[cH:41][nH:42][c:43]2[n:44][cH:45][n:46][c:47]([N:49]3[CH2:50][CH:51]([CH3:55])[NH:52][CH2:53][CH2:54]3)[c:48]12.[CH3:65][C:66]#[N:67].[CH:56]([N:57]([CH2:58][CH3:59])[CH:60]([CH3:61])[CH3:62])([CH3:63])[CH3:64].[Cl:20][c:21]1[cH:22][c:23]([NH:24][C:25](=[N:26][C:27]#[N:28])[O:29][c:30]2[cH:31][cH:32][cH:33][cH:34][cH:35]2)[cH:36][cH:37][cH:38]1>>[C:1](#[N:2])[N:3]=[C:4]([NH:5][c:6]1[cH:7][c:8]([F:12])[cH:9][cH:10][cH:11]1)[N:52]1[CH:51]([CH3:55])[CH2:50][N:49]([c:47]2[n:46][cH:45][n:44][c:43]3[nH:42][cH:41][c:40]([CH3:39])[c:48]32)[CH2:54][CH2:53]1.